From a dataset of the Open Reaction Database (ORD), a public repository of structured organic reaction records. describe an organic reaction: reactants, conditions, products, and yield As a reaction SMILES: [F:1][c:2]1[cH:3][cH:4][c:5](-[c:8]2[n:9][nH:10][c:11]([CH2:13][CH2:14][OH:15])[cH:12]2)[cH:6][cH:7]1.[O:16]=[C:17]1[N:18]([I:23])[C:19](=[O:20])[CH2:21][CH2:22]1.[O:24]=[CH:25][N:26]([CH3:27])[CH3:28]>>[F:1][c:2]1[cH:3][cH:4][c:5](-[c:8]2[n:9][nH:10][c:11]([CH2:13][CH2:14][OH:15])[c:12]2[I:23])[cH:6][cH:7]1. Reactants: OCCc1cc(-c2ccc(F)cc2)n[nH]1, O=C1CCC(=O)N1I, CN(C)C=O. The product is OCCc1[nH]nc(-c2ccc(F)cc2)c1I. Reactants: S1C=CC=2CN(CCCC21)C(=O)OCC (ethyl 7,8-dihydro-4H-thieno[3,2-c]azepine-5-carboxylate), C1CC(=O)N(C1=O)Br (NBS). The solvent is C(C)#N (acetonitrile). Reaction conditions: time 30 minute. Product: BrC1=CC=2CN(CCCC2S1)C(=O)OCC (ethyl 2-bromo-7,8-dihydro-4H-thieno[3,2-c]azepine-5-carboxylate), Compound 1051. Isolated yield 86.0%. As a reaction SMILES: [S:1]1[C:10]2[CH2:9][CH2:8][CH2:7][N:6]([C:11]([O:13][CH2:14][CH3:15])=[O:12])[CH2:5][C:4]=2[CH:3]=[CH:2]1.C1C(=O)N([Br:23])C(=O)C1>C(#N)C>[Br:23][C:2]1[S:1][C:10]2[CH2:9][CH2:8][CH2:7][N:6]([C:11]([O:13][CH2:14][CH3:15])=[O:12])[CH2:5][C:4]=2[CH:3]=1. Reported procedure: To a solution of Compound 1050 (1.53 g, 6.79 mmol) in acetonitrile (70 mL) at 0° C. was slowly added NBS (1.69 g, 9.48 mmol). The reaction was stirred at room temperature for 30 minutes, at which point HPLC analysis indicated disappearance of starting material. The reaction was quenched by addition of saturated sodium bicarbonate (50 mL) and stirred for one hour. The mixture was extracted with diethyl ether (3×100 mL), the volatiles removed under reduced pressure, and the residue purified by sil... Reactants: O=C1CCC(=O)N1Br, ClC(Cl)(Cl)Cl, CCc1ccccc1C(=O)OC, CC(C)(C#N)N=NC(C)(C)C#N. Product: COC(=O)c1ccccc1C(C)Br. As a reaction SMILES: [Br:1][N:2]1[C:3](=[O:4])[CH2:5][CH2:6][C:7]1=[O:8].[C:33]([Cl:34])([Cl:35])([Cl:36])[Cl:37].[CH2:21]([CH3:22])[c:23]1[c:24]([C:25](=[O:26])[O:27][CH3:28])[cH:29][cH:30][cH:31][cH:32]1.[N:9]([C:10]([CH3:11])([CH3:12])[C:13]#[N:14])=[N:15][C:16]([CH3:17])([CH3:18])[C:19]#[N:20]>>[Br:1][CH:21]([CH3:22])[c:23]1[c:24]([C:25](=[O:26])[O:27][CH3:28])[cH:29][cH:30][cH:31][cH:32]1. Reactants: C=CCN, ClCCl, O=C(O)C1CCc2cc(Cl)ccc2O1, O=S(Cl)Cl. The product is C=CCNC(=O)C1CCc2cc(Cl)ccc2O1. RXN SMILES: [CH2:15]([CH:16]=[CH2:17])[NH2:18].[CH2:23]([Cl:24])[Cl:25].[Cl:1][c:2]1[cH:3][cH:4][c:5]2[c:6]([cH:14]1)[CH2:7][CH2:8][CH:9]([C:11](=[O:12])[OH:13])[O:10]2.[S:19]([Cl:20])([Cl:21])=[O:22]>>[Cl:1][c:2]1[cH:3][cH:4][c:5]2[c:6]([cH:14]1)[CH2:7][CH2:8][CH:9]([C:11](=[O:13])[NH:18][CH2:15][CH:16]=[CH2:17])[O:10]2. Reactants: C(C1=CC=CC=C1)(=O)Cl (benzoyl chloride), C(C)(C)(C)OC(CCSC1=CC=C(C=C1)N)=O (3-(4-aminophenylthio)propionic acid t-butyl ester), Cl (hydrochloric acid). Run in C(C)N(CC)CC (Triethylamine). Run at time 30 minute. The product is C(C)(C)(C)OC(CCSC1=CC=C(C=C1)NC(C1=CC=CC=C1)=O)=O (3-[4-(benzoylamino) phenylthio]propionic acid t-butyl ester). Reaction SMILES: [C:1](Cl)(=[O:8])[C:2]1[CH:7]=[CH:6][CH:5]=[CH:4][CH:3]=1.[C:10]([O:14][C:15](=[O:26])[CH2:16][CH2:17][S:18][C:19]1[CH:24]=[CH:23][C:22]([NH2:25])=[CH:21][CH:20]=1)([CH3:13])([CH3:12])[CH3:11].Cl>C(N(CC)CC)C>[C:10]([O:14][C:15](=[O:26])[CH2:16][CH2:17][S:18][C:19]1[CH:24]=[CH:23][C:22]([NH:25][C:1](=[O:8])[C:2]2[CH:7]=[CH:6][CH:5]=[CH:4][CH:3]=2)=[CH:21][CH:20]=1)([CH3:13])([CH3:11])[CH3:12]. Procedure details: Triethylamine (3.3 ml) and benzoyl chloride (2.0 ml) were added to the compound prepared in Example 1 and the reaction solution was stirred for 30 minutes at room temperature. 1 N hydrochloric acid was added to the reaction solution. The reaction solution was extracted with ethyl acetate. The extract was washed with a saturated aqueous solution of sodium bicarbonate, water, a saturated aqueous solution of sodium chloride, dried over anhydrous magnesium sulfate and concentrated. The residue was w... The reactants are COc1cc2nccc(Oc3ccc(N)cc3F)c2cc1OC, CCO, Cc1ccc(C(=O)N=C=S)cc1, Cc1ccccc1. Reaction SMILES: [CH3:1][O:2][c:3]1[cH:4][c:5]2[c:6]([O:15][c:16]3[c:17]([F:23])[cH:18][c:19]([NH2:20])[cH:21][cH:22]3)[cH:7][cH:8][n:9][c:10]2[cH:11][c:12]1[O:13][CH3:14].[CH3:24][CH2:25][OH:26].[CH3:27][c:28]1[cH:29][cH:30][c:31]([C:34](=[O:35])[N:36]=[C:37]=[S:38])[cH:32][cH:33]1.[CH3:39][c:40]1[cH:41][cH:42][cH:43][cH:44][cH:45]1>>[CH3:1][O:2][c:3]1[cH:4][c:5]2[c:6]([O:15][c:16]3[c:17]([F:23])[cH:18][c:19]([NH:20][C:37]([NH:36][C:34]([c:31]4[cH:30][cH:29][c:28]([CH3:27])[cH:33][cH:32]4)=[O:35])=[S:38])[cH:21][cH:22]3)[cH:7][cH:8][n:9][c:10]2[cH:11][c:12]1[O:13][CH3:14]. Product: COc1cc2nccc(Oc3ccc(NC(=S)NC(=O)c4ccc(C)cc4)cc3F)c2cc1OC. The reactants are BrB(Br)Br, ClCCl, COc1c(N)c(C#N)c(C)c(-c2ccccc2)c1Br, [Na+], [Na+], O=C([O-])[O-], O. Product: Cc1c(C#N)c(N)c(O)c(Br)c1-c1ccccc1. Reaction SMILES: [Br:20][B:21]([Br:22])[Br:23].[Cl:30][CH2:31][Cl:32].[NH2:1][c:2]1[c:3]([C:18]#[N:19])[c:4]([CH3:17])[c:5](-[c:11]2[cH:12][cH:13][cH:14][cH:15][cH:16]2)[c:6]([Br:10])[c:7]1[O:8][CH3:9].[Na+:24].[Na+:25].[O-:26][C:27](=[O:28])[O-:29].[OH2:33]>>[NH2:1][c:2]1[c:3]([C:18]#[N:19])[c:4]([CH3:17])[c:5](-[c:11]2[cH:12][cH:13][cH:14][cH:15][cH:16]2)[c:6]([Br:10])[c:7]1[OH:8].